Dataset: the Open Reaction Database (ORD), a public repository of structured organic reaction records. Task: describe an organic reaction: reactants, conditions, products, and yield The reactants are BrC1=CC(=CC(=C1)F)Cl (1-bromo-3-chloro-5-fluorobenzene), ClCCl (dichloromethane), CN(C=O)C (N,N-dimethylformamide). Reagents/catalysts: [C-]#N.[Zn+2].[C-]#N (zinc cyanide), Cl[Pd]Cl.C1(=CC=CC=C1)P([C-]1C=CC=C1)C1=CC=CC=C1.[C-]1(C=CC=C1)P(C1=CC=CC=C1)C1=CC=CC=C1.[Fe+2] ([1,1′Bis(diphenylphosphino)ferrocene] dichloropalladium(II)). Solvent: C(C)(=O)OCC (ethyl acetate). Yields the product ClC=1C=C(C#N)C=C(C1)F (3-chloro-5-fluorobenzonitrile). Yield: 85.0%. As a reaction SMILES: Br[C:2]1[CH:7]=[C:6]([F:8])[CH:5]=[C:4]([Cl:9])[CH:3]=1.ClCCl.[CH3:13][N:14](C)C=O>C(OCC)(=O)C.[C-]#N.[Zn+2].[C-]#N.Cl[Pd]Cl.C1(P(C2C=CC=CC=2)[C-]2C=CC=C2)C=CC=CC=1.[C-]1(P(C2C=CC=CC=2)C2C=CC=CC=2)C=CC=C1.[Fe+2]>[Cl:9][C:4]1[CH:3]=[C:2]([CH:7]=[C:6]([F:8])[CH:5]=1)[C:13]#[N:14] |f:4.5.6,7.8.9.10|. Procedure: A mixture of 1-bromo-3-chloro-5-fluorobenzene (25.0 g, 120 mmol), zinc cyanide (8.45 g, 72 mmol) zinc (dust, 235 mg, 3.6 mmol), [1,1′Bis(diphenylphosphino)ferrocene] dichloropalladium(II), complex with dichloromethane (1:1) (1.5 g, 1.8 mmol) in N,N-dimethylformamide (70 ml) was heated at reflux for 1 hour. After cooling the reaction was diluted with ethyl acetate and extracted with water and brine. Silica gel chromatography afforded 15.9g (85%) 3-chloro-5-fluorobenzonitrile. The reactants are CN(C=O)C (N,N-dimethylformamide), NC1=C(C=C(C(=N1)N1C=C(C(C2=CC(=C(C(=C12)Cl)F)F)=O)C(=O)O)F)F (1-(6-amino-3,5-difluoropyridin-2-yl)-8-chloro-6,7-difluoro-4-oxo-1,4-dihydroquinoline-3-carboxylic acid), Cl.Cl.CNC1CNC1 (3-methylaminoazetidine dihydrochloride), CN1CCCC1 (N-methylpyrrolidine). Solvent: C(C)O (ethanol). Run at temperature 90 celsius, time 1 hour. Product: NC1=C(C=C(C(=N1)N1C=C(C(C2=CC(=C(C(=C12)Cl)N1CC(C1)NC)F)=O)C(=O)O)F)F (1-(6-amino-3,5-difluoropyridin-2-yl)-8-chloro-6-fluoro-7-(3-methylaminoazetidin-1-yl)-4-oxo-1,4-dihydroquinoline-3-carboxylic acid). Isolated yield 87.3%. RXN SMILES: CN(C)C=O.[NH2:6][C:7]1[N:12]=[C:11]([N:13]2[C:22]3[C:17](=[CH:18][C:19]([F:25])=[C:20](F)[C:21]=3[Cl:23])[C:16](=[O:26])[C:15]([C:27]([OH:29])=[O:28])=[CH:14]2)[C:10]([F:30])=[CH:9][C:8]=1[F:31].Cl.Cl.[CH3:34][NH:35][CH:36]1[CH2:39][NH:38][CH2:37]1.CN1CCCC1>C(O)C>[NH2:6][C:7]1[N:12]=[C:11]([N:13]2[C:22]3[C:17](=[CH:18][C:19]([F:25])=[C:20]([N:38]4[CH2:39][CH:36]([NH:35][CH3:34])[CH2:37]4)[C:21]=3[Cl:23])[C:16](=[O:26])[C:15]([C:27]([OH:29])=[O:28])=[CH:14]2)[C:10]([F:30])=[CH:9][C:8]=1[F:31] |f:2.3.4|. Procedure details: To 400 mg of N,N-dimethylformamide were added 90 mg of 1-(6-amino-3,5-difluoropyridin-2-yl)-8-chloro-6,7-difluoro-4-oxo-1,4-dihydroquinoline-3-carboxylic acid, 80 mg of 3-methylaminoazetidine dihydrochloride, and 160 mg of N-methylpyrrolidine, and the mixture was stirred at 90° C. for 1 hour. After adding 0.5 ml of ethanol, the mixture was allowed to cool, and the precipitate was collected by filtration and washed with ethanol and diisopropylether successively to obtain 92 mg of the title compou... The reactants are N1CCNCC1 (piperazine), ClC=1OC2=C(N1)C=CC=C2 (2-chlorobenzoxazole), C([O-])([O-])=O.[K+].[K+] (potassium carbonate), [I-].[K+] (potassium iodide). Solvent: C(C)#N (acetonitrile). Yields the product O1C(=NC2=C1C=CC=C2)N2CCNCC2 (1-(2-benzoxazolyl)piperazine). The yield is 57.1%. RXN SMILES: [NH:1]1[CH2:6][CH2:5][NH:4][CH2:3][CH2:2]1.Cl[C:8]1[O:9][C:10]2[CH:16]=[CH:15][CH:14]=[CH:13][C:11]=2[N:12]=1.C(=O)([O-])[O-].[K+].[K+].[I-].[K+]>C(#N)C>[O:9]1[C:10]2[CH:16]=[CH:15][CH:14]=[CH:13][C:11]=2[N:12]=[C:8]1[N:1]1[CH2:6][CH2:5][NH:4][CH2:3][CH2:2]1 |f:2.3.4,5.6|. Reported procedure: In 200 ml of acetonitrile were dissolved 33.6 g (0.39 mole) of piperazine and 10.0 g (0.065 mole) of 2-chlorobenzoxazole, and 9.0 g (0.065 mole) of potassium carbonate and a catalytic amount of potassium iodide were added thereto. The mixture was refluxed by heating for 11 hours under stirring. The mixture was cooled to room temperature and then filtered. The filtrate was concentrated under reduced pressure, and the residue was applied to silica gel column chromatography (the eluent used was a m... Yields the product C=C1CC2(O)CC3OCCOC3C(C)C2(C)C2CCC3(C)C(CC4(F)OCCOC43)C12. Reactants: [Al+3], O=C([O-])C(O)C(O)C(=O)[O-], CCOCC, C=C1C2C3CC4(F)OCCOC4C3(C)CCC2C2(C)C(C)C3OCCOC3CC23OC13, [H-], [H-], [H-], [H-], [K+], [Li+], [Na+], C1CCOC1. Reaction SMILES: [Al+3:2].[C:38]([CH:39]([CH:40]([C:41]([O-:42])=[O:43])[OH:44])[OH:45])([O-:46])=[O:47].[CH2:50]([O:51][CH2:52][CH3:53])[CH3:54].[CH2:7]1[O:8][CH:9]2[CH2:10][C:11]34[CH:12]([C:13](=[CH2:36])[CH:14]5[CH:15]6[CH2:16][C:17]7([F:35])[CH:18]([C:19]6([CH3:20])[CH2:21][CH2:22][CH:23]5[C:24]3([CH3:30])[CH:25]([CH3:29])[CH:26]2[O:27][CH2:28]1)[O:31][CH2:32][CH2:33][O:34]7)[O:37]4.[H-:1].[H-:4].[H-:5].[H-:6].[K+:49].[Li+:3].[Na+:48].[O:55]1[CH2:56][CH2:57][CH2:58][CH2:59]1>>[CH2:7]1[O:8][CH:9]2[CH2:10][C:11]3([OH:37])[CH2:12][C:13](=[CH2:36])[CH:14]4[CH:15]5[CH2:16][C:17]6([F:35])[CH:18]([C:19]5([CH3:20])[CH2:21][CH2:22][CH:23]4[C:24]3([CH3:30])[CH:25]([CH3:29])[CH:26]2[O:27][CH2:28]1)[O:31][CH2:32][CH2:33][O:34]6. The reactants are COC(C1=CC=C(C=C1)Br)(OC)OC (trimethyl 4-bromo-orthobenzoate), OCC(CS)(CS)CCC (2-hydroxymethyl-2-n-propyl-propan-1,3-dithiol). The product is BrC1=CC=C(C=C1)C12OCC(CS1)(CS2)CCC (1-(4-Bromophenyl)-4-n-propyl-2-oxa-6,7-dithiabicyclo[2,2,2]octane). Reaction SMILES: CO[C:3]([O:13][CH3:14])(OC)[C:4]1[CH:9]=[CH:8][C:7]([Br:10])=[CH:6][CH:5]=1.OC[C:17]([CH2:22][CH2:23][CH3:24])([CH2:20][SH:21])[CH2:18][SH:19]>>[Br:10][C:7]1[CH:6]=[CH:5][C:4]([C:3]23[S:21][CH2:20][C:17]([CH2:22][CH2:23][CH3:24])([CH2:18][S:19]2)[CH2:14][O:13]3)=[CH:9][CH:8]=1. Reported procedure: 1-(4-Bromophenyl)-4-n-propyl-2-oxa-6,7-dithiabicyclo[2,2,2]octane was prepared from trimethyl 4-bromo-orthobenzoate and 2-hydroxymethyl-2-n-propyl-propan-1,3-dithiol.